From a dataset of the Open Reaction Database (ORD), a public repository of structured organic reaction records. describe an organic reaction: reactants, conditions, products, and yield Product: C(C)(C)(C)C=1C=C(C=C(C1O)C(C)(C)C)C1=NN(C2=NC=CC=C21)C2(OC(OC2)=O)C (3-(3,5-di-tertiary butyl-4-hydroxyphenyl)-1-(4-methyl-2-oxo-1,3-dioxolan-4-yl)-1H-pyrazolo[3,4-b]pyridine). Run in CN(C=O)C (dimethylformamide). As a reaction SMILES: [C:1]([C:5]1[CH:6]=[C:7]([C:16]2[C:24]3[C:19](=[N:20][CH:21]=[CH:22][CH:23]=3)[NH:18][N:17]=2)[CH:8]=[C:9]([C:12]([CH3:15])([CH3:14])[CH3:13])[C:10]=1[OH:11])([CH3:4])([CH3:3])[CH3:2].C(=O)([O-])[O-].[K+].[K+].Cl[C:32]1([CH3:38])[CH2:36][O:35][C:34](=[O:37])[O:33]1>CN(C)C=O>[C:1]([C:5]1[CH:6]=[C:7]([C:16]2[C:24]3[C:19](=[N:20][CH:21]=[CH:22][CH:23]=3)[N:18]([C:32]3([CH3:38])[CH2:36][O:35][C:34](=[O:37])[O:33]3)[N:17]=2)[CH:8]=[C:9]([C:12]([CH3:15])([CH3:14])[CH3:13])[C:10]=1[OH:11])([CH3:2])([CH3:3])[CH3:4] |f:1.2.3|. Procedure: To a solution 3.2 g of the compound of Example 1 in 20 ml of dimethylformamide are added 2 g of potassium carbonate and 1.6 g of 4-chloro-4-methyl-2-oxo-1,3-dioxolane, and the mixture is stirred at 60° C. for 6 hours. The reaction mixture is poured into ice-cold water and the precipitate is extracted with ethyl acetate. After the extract is washed with water, dried and concentrated, the residue is recrystallized from a mixed solvent of hexane and toluene to give 3 g of 3-(3,5-di-tertiary butyl-4... Conditions: temperature 60 celsius, time 6 hour. The reactants are solution, C(C)(C)(C)C=1C=C(C=C(C1O)C(C)(C)C)C1=NNC2=NC=CC=C21 (3-(3,5-di-tertiary butyl-4-hydroxyphenyl)-1H-pyrazolo[3,4-b]pyridine), C([O-])([O-])=O.[K+].[K+] (potassium carbonate), ClC1(OC(OC1)=O)C (4-chloro-4-methyl-2-oxo-1,3-dioxolane). Starting materials: SC1=NC2=CC=C(C=C2C(N1C1=CC=C(C=C1)OC)=O)C (2-mercapto-3-(4-methoxyphenyl)-6-methyl-4(3H)-quinazolinone), Cl.ClCC1=NC=CC(=C1C)OC (2-chloromethyl-4-methoxy-3-methylpyridine hydrochloride). Yields the product COC1=C(C(=NC=C1)CSC1=NC2=CC=C(C=C2C(N1C1=CC=C(C=C1)OC)=O)C)C (2-[(4-Methoxy-3-methylpyridin-2-yl)methylthio]-3-(4-methoxyphenyl)-6-methyl-4(3H)-quinazolinone). The yield is 51.6%. As a reaction SMILES: [SH:1][C:2]1[N:11]([C:12]2[CH:17]=[CH:16][C:15]([O:18][CH3:19])=[CH:14][CH:13]=2)[C:10](=[O:20])[C:9]2[C:4](=[CH:5][CH:6]=[C:7]([CH3:21])[CH:8]=2)[N:3]=1.Cl.Cl[CH2:24][C:25]1[C:30]([CH3:31])=[C:29]([O:32][CH3:33])[CH:28]=[CH:27][N:26]=1>>[CH3:33][O:32][C:29]1[CH:28]=[CH:27][N:26]=[C:25]([CH2:24][S:1][C:2]2[N:11]([C:12]3[CH:17]=[CH:16][C:15]([O:18][CH3:19])=[CH:14][CH:13]=3)[C:10](=[O:20])[C:9]3[C:4](=[CH:5][CH:6]=[C:7]([CH3:21])[CH:8]=3)[N:3]=2)[C:30]=1[CH3:31] |f:1.2|. Reported procedure: The title compound was prepared in a yield of 51.6%, using 2-mercapto-3-(4-methoxyphenyl)-6-methyl-4(3H)-quinazolinone in place of 2-mercapto-6-methyl-3-phenyl-4(3H)-quinazolinone and 2-chloromethyl-4-methoxy-3-methylpyridine hydrochloride in place of 2-chloromethylpyridine hydrochloride. The reactants are C(C)(C)NC(C)C (N,N-diisopropylamine), C(CCC)[Li] (n-butyllithium), BrC1=C(CBr)C=CC=C1 (2-bromobenzyl bromide), C1(=CC=CC=C1)COCC1CCC(CC1)=O (4-[(phenylmethoxy)methyl]cyclohexanone). Run in O1CCCC1 (tetrahydrofuran), CCOCC (ether). Run at temperature 0 celsius, time 6 hour. The product is BrC1=C(C=CC=C1)CC1C(CCC(C1)COCC1=CC=CC=C1)=O (2-[(2-bromophenyl)methyl]-4-[(phenylmethoxy)methyl]cyclohexanone). Isolated yield 23.0%. RXN SMILES: C(NC(C)C)(C)C.C([Li])CCC.[C:13]1([CH2:19][O:20][CH2:21][CH:22]2[CH2:27][CH2:26][C:25](=[O:28])[CH2:24][CH2:23]2)[CH:18]=[CH:17][CH:16]=[CH:15][CH:14]=1.[Br:29][C:30]1[CH:37]=[CH:36][CH:35]=[CH:34][C:31]=1[CH2:32]Br>O1CCCC1.CCOCC>[Br:29][C:30]1[CH:37]=[CH:36][CH:35]=[CH:34][C:31]=1[CH2:32][CH:26]1[CH2:27][CH:22]([CH2:21][O:20][CH2:19][C:13]2[CH:18]=[CH:17][CH:16]=[CH:15][CH:14]=2)[CH2:23][CH2:24][C:25]1=[O:28]. Procedure: To a 0° C. of N,N-diisopropylamine (6.1 ml, 43.4 mmole) in dry tetrahydrofuran (50 ml) was added n-butyllithium (1.6M in hexane), (27 ml, 43.4 mmol). This solution was added slowly to a cold (-78° C.) solution of the product of Example 107. After stirring 30 minutes a solution of 2-bromobenzyl bromide (8.3 g, 33.4 mmol) was added. The mixture stirred for 6 hours at 0° C. and was poured onto water. The organics were layered with ether (500 ml). The ether layer was dried (MgSO4), concentrated in v... Reactants: [Si](C)(C)(C(C)(C)C)OC(/C=C/[C@@H]1[C@H](C(C=C1)=O)CCC1=CC=C(C(=O)OC)C=C1)CC1=CC2=CC=CC=C2C=C1 (methyl 4-(2-((1R,2S)-2-((E)-3-((tert-butyldimethylsilyl)oxy)-4-(naphthalen-2-yl)but-1-en-1-yl)-5-oxocyclopent-3-en-1-yl)ethyl)benzoate), [Ph3PCuH]6. Run in C1(=CC=CC=C1)C (toluene), C1(=CC=CC=C1)C (toluene). Run at temperature -40 celsius, time 1 hour. Product: [Si](C)(C)(C(C)(C)C)OC(/C=C/[C@@H]1[C@H](C(CC1)=O)CCC1=CC=C(C(=O)OC)C=C1)CC1=CC2=CC=CC=C2C=C1 (Methyl 4-(2-((1R,2R)-2-((E)-3-((tert-butyldimethylsilyl)oxy)-4-(naphthalen-2-yl)but-1-en-1-yl)-5-oxocyclopentyl)ethyl)benzoate). Isolated yield 81.7%. As a reaction SMILES: [Si:1]([O:8][CH:9]([CH2:30][C:31]1[CH:40]=[CH:39][C:38]2[C:33](=[CH:34][CH:35]=[CH:36][CH:37]=2)[CH:32]=1)/[CH:10]=[CH:11]/[C@H:12]1[CH:16]=[CH:15][C:14](=[O:17])[C@@H:13]1[CH2:18][CH2:19][C:20]1[CH:29]=[CH:28][C:23]([C:24]([O:26][CH3:27])=[O:25])=[CH:22][CH:21]=1)([C:4]([CH3:7])([CH3:6])[CH3:5])([CH3:3])[CH3:2]>C1(C)C=CC=CC=1>[Si:1]([O:8][CH:9]([CH2:30][C:31]1[CH:40]=[CH:39][C:38]2[C:33](=[CH:34][CH:35]=[CH:36][CH:37]=2)[CH:32]=1)/[CH:10]=[CH:11]/[C@H:12]1[CH2:16][CH2:15][C:14](=[O:17])[C@@H:13]1[CH2:18][CH2:19][C:20]1[CH:21]=[CH:22][C:23]([C:24]([O:26][CH3:27])=[O:25])=[CH:28][CH:29]=1)([C:4]([CH3:6])([CH3:7])[CH3:5])([CH3:3])[CH3:2]. Procedure: A solution of methyl 4-(2-((1R,2S)-2-((E)-3-((tert-butyldimethylsilyl)oxy)-4-(naphthalen-2-yl)but-1-en-1-yl)-5-oxocyclopent-3-en-1-yl)ethyl)benzoate (111 mg, 0.20 mmol) in toluene (1.6 mL) was added dropwise by cannula to a −40° C. mixture of [Ph3PCuH]6 (205 mg, 0.11 mmol) in toluene (9.8 mL), rinsing with 0.4 mL toluene. The reaction was stirred at −40° C. for 1 h and then at room temperature overnight. Saturated NH4Cl solution (20 mL) was added and the resulting mixture was extracted with ethy... The reactants are Cl.FC1=CC=C(C=C1)NN (4-fluorophenylhydrazine hydrochloride), CCN(C(C)C)C(C)C (DIPEA), ClC(=O)OCC (ethyl chloroformate), C(Cl)Cl.CO (DCM MeOH). Reagents/catalysts: CN(C1=CC=NC=C1)C (4-dimethylaminopyridine). Solvent: C1CCOC1 (THF), O (water). Conditions: time 4 hour. Product: FC1=CC=C(C=C1)NNC(=O)OCC (Ethyl 2-(4-fluorophenyl)hydrazinecarboxylate). Isolated yield 80.4%. Reaction SMILES: Cl.[F:2][C:3]1[CH:8]=[CH:7][C:6]([NH:9][NH2:10])=[CH:5][CH:4]=1.CCN(C(C)C)C(C)C.Cl[C:21]([O:23][CH2:24][CH3:25])=[O:22].C(Cl)Cl.CO>C1COCC1.CN(C)C1C=CN=CC=1.O>[F:2][C:3]1[CH:8]=[CH:7][C:6]([NH:9][NH:10][C:21]([O:23][CH2:24][CH3:25])=[O:22])=[CH:5][CH:4]=1 |f:0.1,4.5|. Procedure details: To a solution of 4-fluorophenylhydrazine hydrochloride (2 g, 12.05 mmol) in THF (60 mL) is added DIPEA (6 mL, 34.40 mmol), ethyl chloroformate (1.2 mL, 12.55 mmol) and 4-dimethylaminopyridine (0.16 g, 1.31 mmol). The mixture is stirred at RT for 4 hours. The reaction is diluted with water and extracted with EtOAc, the organic phase is washed with saturated aqueous sodium chloride, dried over Na2SO4 and concentrated. The residue is purified by column chromatography on silica gel, eluting with DCM... The reactants are ClC1=NC=C(C(=O)NC2=CC(=C(C=C2)Cl)NC(C2=C(C=CC=C2)F)=O)C=C1 (6-chloro-N-(4-chloro-3-(2-fluorobenzamido)phenyl)nicotinamide), CC1NC(CNC1)C (2,6-dimethylpiperazine). RXN SMILES: Cl[C:2]1[CH:27]=[CH:26][C:5]([C:6]([NH:8]C2C=CC(Cl)=C(NC(=O)C3C=CC=CC=3F)C=2)=[O:7])=[CH:4][N:3]=1.CC1CNCC(C)N1>>[C:6]([NH2:8])(=[O:7])[C:5]1[CH:26]=[CH:27][CH:2]=[N:3][CH:4]=1. Reported procedure: 6-chloro-N-(4-chloro-3-(2-fluorobenzamido)phenyl)nicotinamide (0.177 mmol) was used in general procedure 3 with 2,6-dimethylpiperazine (0.70 mmol). The product was purified by RP-HPLC to give N-(4-chloro-3-(2-fluorobenzamido)phenyl))-6-(3S,5R)-3-5-dimethylpiperazine-1-yl)nicotinamide. MS (Q1) 482.1 (M)+ Yields the product C(C1=CN=CC=C1)(=O)N (nicotinamide).